Dataset: the Open Reaction Database (ORD), a public repository of structured organic reaction records. Task: describe an organic reaction: reactants, conditions, products, and yield The reactants are CCn1ccc(N)n1, ClCCl, Cn1ccc(NC(=O)C(CC2CCCC2)c2ccc(S(C)(=O)=O)c(Cl)c2)n1, O=C(Cl)C(=O)Cl, Cc1cccc(C)n1. Product: CCn1ccc(NC(=O)C(CC2CCCC2)c2ccc(S(C)(=O)=O)c(Cl)c2)n1. As a reaction SMILES: [CH2:42]([n:43]1[cH:44][cH:45][c:46]([NH2:47])[n:48]1)[CH3:49].[CH2:50]([Cl:51])[Cl:52].[Cl:1][c:2]1[cH:3][c:4]([CH:12]([C:13](=[O:14])[NH:15][c:16]2[n:17][n:18]([CH3:21])[cH:19][cH:20]2)[CH2:22][CH:23]2[CH2:24][CH2:25][CH2:26][CH2:27]2)[cH:5][cH:6][c:7]1[S:8](=[O:9])(=[O:10])[CH3:11].[Cl:28][C:29]([C:30]([Cl:31])=[O:32])=[O:33].[n:34]1[c:35]([CH3:36])[cH:37][cH:38][cH:39][c:40]1[CH3:41]>>[Cl:1][c:2]1[cH:3][c:4]([CH:12]([C:13](=[O:14])[NH:15][c:16]2[n:17][n:18]([CH2:21][CH3:29])[cH:19][cH:20]2)[CH2:22][CH:23]2[CH2:24][CH2:25][CH2:26][CH2:27]2)[cH:5][cH:6][c:7]1[S:8](=[O:9])(=[O:10])[CH3:11].